Dataset: the Open Reaction Database (ORD), a public repository of structured organic reaction records. Task: describe an organic reaction: reactants, conditions, products, and yield The reactants are N#Cc1ccc(OCCCCl)cc1, OC(c1ccc(F)cc1)(c1ccc(F)cc1)C1CCNCC1, [I-], [K+]. The product is N#Cc1ccc(OCCCN2CCC(C(O)(c3ccc(F)cc3)c3ccc(F)cc3)CC2)cc1. As a reaction SMILES: [Cl:23][CH2:24][CH2:25][CH2:26][O:27][c:28]1[cH:29][cH:30][c:31]([C:32]#[N:33])[cH:34][cH:35]1.[F:1][c:2]1[cH:3][cH:4][c:5]([C:8]([OH:9])([CH:10]2[CH2:11][CH2:12][NH:13][CH2:14][CH2:15]2)[c:16]2[cH:17][cH:18][c:19]([F:22])[cH:20][cH:21]2)[cH:6][cH:7]1.[I-:37].[K+:36]>>[F:1][c:2]1[cH:3][cH:4][c:5]([C:8]([OH:9])([CH:10]2[CH2:11][CH2:12][N:13]([CH2:24][CH2:25][CH2:26][O:27][c:28]3[cH:29][cH:30][c:31]([C:32]#[N:33])[cH:34][cH:35]3)[CH2:14][CH2:15]2)[c:16]2[cH:17][cH:18][c:19]([F:22])[cH:20][cH:21]2)[cH:6][cH:7]1. Starting materials: [Si](C)(C)(C(C)(C)C)OCC(C)(C)C1=CC=C(C=C1)C=1C=C2C(=CNC2=CC1Cl)C(=O)O (5-[4-(1-{[tert-butyl(dimethyl)silyl]oxy}-2-methylpropan-2-yl)phenyl]-6-chloro-1H-indole-3-carboxylic acid), [F-].[Cs+] (cesium fluoride), [Cl-].[NH4+] (ammonium chloride). Solvent: CN(C)C=O (DMF). Run at time 1 hour. Product: ClC1=C(C=C2C(=CNC2=C1)C(=O)O)C1=CC=C(C=C1)C(CO)(C)C (6-chloro-5-[4-(1-hydroxy-2-methylpropan-2-yl)phenyl]-1H-indole-3-carboxylic acid). Reaction SMILES: [Si]([O:8][CH2:9][C:10]([C:13]1[CH:18]=[CH:17][C:16]([C:19]2[CH:20]=[C:21]3[C:25](=[CH:26][C:27]=2[Cl:28])[NH:24][CH:23]=[C:22]3[C:29]([OH:31])=[O:30])=[CH:15][CH:14]=1)([CH3:12])[CH3:11])(C(C)(C)C)(C)C.[F-].[Cs+].[Cl-].[NH4+]>CN(C=O)C>[Cl:28][C:27]1[CH:26]=[C:25]2[C:21]([C:22]([C:29]([OH:31])=[O:30])=[CH:23][NH:24]2)=[CH:20][C:19]=1[C:16]1[CH:17]=[CH:18][C:13]([C:10]([CH3:12])([CH3:11])[CH2:9][OH:8])=[CH:14][CH:15]=1 |f:1.2,3.4|. Reported procedure: A solution of 5-[4-(1-{[tert-butyl(dimethyl)silyl]oxy}-2-methylpropan-2-yl)phenyl]-6-chloro-1H-indole-3-carboxylic acid (76 mg, 0.17 mmol) in DMF (0.55 mL) was treated with solid cesium fluoride (507 mg, 3.32 mmol) and stirred at room temperature for one hour. The reaction mixture was then heated at 60° C. for two hours, then at 50° C. for two hours. The cooled reaction mixture was then poured into saturated ammonium chloride solution (20 mL) and extracted with ethyl acetate (3×20 mL). The combi... Reactants: CCOP(=O)(COCCC(CO[Si](C)(C)C(C)(C)C)On1cnc2c(N3C(=O)c4ccccc4C3=O)ncnc21)OCC, CNN, ClCCl. Product: CCOP(=O)(COCCC(CO[Si](C)(C)C(C)(C)C)On1cnc2c(N)ncnc21)OCC. RXN SMILES: [C:1]([CH3:2])([CH3:3])([CH3:4])[Si:5]([O:6][CH2:7][CH:8]([CH2:9][CH2:10][O:11][CH2:12][P:13](=[O:14])([O:15][CH2:16][CH3:17])[O:18][CH2:19][CH3:20])[O:21][n:22]1[c:23]2[n:24][cH:25][n:26][c:27]([N:31]3[C:32](=[O:33])[c:34]4[cH:35][cH:36][cH:37][cH:38][c:39]4[C:40]3=[O:41])[c:28]2[n:29][cH:30]1)([CH3:42])[CH3:43].[CH3:44][NH:45][NH2:46].[Cl:47][CH2:48][Cl:49]>>[C:1]([CH3:2])([CH3:3])([CH3:4])[Si:5]([O:6][CH2:7][CH:8]([CH2:9][CH2:10][O:11][CH2:12][P:13](=[O:14])([O:15][CH2:16][CH3:17])[O:18][CH2:19][CH3:20])[O:21][n:22]1[c:23]2[n:24][cH:25][n:26][c:27]([NH2:31])[c:28]2[n:29][cH:30]1)([CH3:42])[CH3:43]. Reactants: C(#N)C1=CC2=CC[C@H]3[C@@H]4CC[C@@H]([C@@]4(C)CC[C@@H]3[C@]2(CC1)C)C(SC1=NC=CC=C1)=O (S-2-pyridyl 3-cyanoandrosta-3,5-diene-17β-thiocarboxylate), COC1=CC=C(C(C2=CC=CC=C2)N)C=C1 (4-methoxybenzhydrylamine). The product is COC1=CC=C(C(C2=CC=CC=C2)NC(=O)[C@@H]2[C@]3(C)[C@@H](CC2)[C@@H]2CC=C4C=C(CC[C@]4(C)[C@H]2CC3)C#N)C=C1 (N-(4-Methoxybenzhydryl)-3-cyanoandrosta-3,5-diene-17β-carboxamide). The yield is 82.0%. RXN SMILES: [C:1]([C:3]1[CH2:20][CH2:19][C@@:18]2([CH3:21])[C:5](=[CH:6][CH2:7][C@@H:8]3[C@@H:17]2[CH2:16][CH2:15][C@@:13]2([CH3:14])[C@H:9]3[CH2:10][CH2:11][C@@H:12]2[C:22](=[O:30])SC2C=CC=CN=2)[CH:4]=1)#[N:2].[CH3:31][O:32][C:33]1[CH:46]=[CH:45][C:36]([CH:37]([NH2:44])[C:38]2[CH:43]=[CH:42][CH:41]=[CH:40][CH:39]=2)=[CH:35][CH:34]=1>>[CH3:31][O:32][C:33]1[CH:46]=[CH:45][C:36]([CH:37]([NH:44][C:22]([C@H:12]2[CH2:11][CH2:10][C@H:9]3[C@H:8]4[C@H:17]([CH2:16][CH2:15][C@:13]23[CH3:14])[C@:18]2([CH3:21])[C:5]([CH:4]=[C:3]([C:1]#[N:2])[CH2:20][CH2:19]2)=[CH:6][CH2:7]4)=[O:30])[C:38]2[CH:43]=[CH:42][CH:41]=[CH:40][CH:39]=2)=[CH:35][CH:34]=1. Procedure: Following a procedure similar to that described in Example 3(b), but using S-2-pyridyl 3-cyanoandrosta-3,5-diene-17β-thiocarboxylate [prepared as described in Example 3(a)] and 4-methoxybenzhydrylamine (prepared as described in Preparation 15) as starting materials, in relative proportions similar to those used in that Example, the title compound was obtained in a yield of 82%.